describe an organic reaction: reactants, conditions, products, and yield From a dataset of the Open Reaction Database (ORD), a public repository of structured organic reaction records. As a reaction SMILES: [NH2:1][C:2]1[CH:10]=[CH:9][C:5]([C:6]([OH:8])=[O:7])=[C:4]([OH:11])[CH:3]=1.[CH3:12]O>>[OH:11][C:4]1[CH:3]=[C:2]([CH:10]=[CH:9][C:5]=1[C:6]([O:8][CH3:12])=[O:7])[NH2:1]. The reactants are NC1=CC(=C(C(=O)O)C=C1)O (4-amino-2-hydroxybenzoic acid), CO (MeOH). Procedure details: A solution of 4-amino-2-hydroxybenzoic acid (1 g, 6.5 mmol) in MeOH (15 mL) and concentrated sulfonic acid (1 mL) was refluxed overnight. The reaction mixture was quenched with NaHCO3 aqueous solution (60 mL) and EtOAc (60 mL). The organic layer was separated, dried, evaporated to give 3-hydroxy-4-methoxycarbonylaniline. The solvent is sulfonic acid. Yields the product OC=1C=C(N)C=CC1C(=O)OC (3-hydroxy-4-methoxycarbonylaniline). The reactants are CS(=O)(=O)CCC1SC2=C(N(C=C1)C(C1=CC=C(C=C1)NC(C1=C(C=CC=C1)C)=O)=O)C=CC=C2 (2-(2-Methanesulfonylethyl)-5-(4-(2-methylbenzoylamino)benzoyl)-1,5-benzothiazepine), Example 10, CN (methylamine). The solvent is O1CCCC1 (tetrahydrofuran). Run at temperature 80 celsius, time 16 hour. The product is CNCCC1SC2=C(N(C=C1)C(C1=CC=C(C=C1)NC(C1=C(C=CC=C1)C)=O)=O)C=CC=C2 (2-(2-Methylaminoethyl)-5-[4-(2-methylbenzoylamino)benzoyl]-1,5-benzothiazepine). As a reaction SMILES: CS([CH2:5][CH2:6][CH:7]1[CH:13]=[CH:12][N:11]([C:14](=[O:31])[C:15]2[CH:20]=[CH:19][C:18]([NH:21][C:22](=[O:30])[C:23]3[CH:28]=[CH:27][CH:26]=[CH:25][C:24]=3[CH3:29])=[CH:17][CH:16]=2)[C:10]2[CH:32]=[CH:33][CH:34]=[CH:35][C:9]=2[S:8]1)(=O)=O.[CH3:36][NH2:37]>O1CCCC1>[CH3:36][NH:37][CH2:5][CH2:6][CH:7]1[CH:13]=[CH:12][N:11]([C:14](=[O:31])[C:15]2[CH:16]=[CH:17][C:18]([NH:21][C:22](=[O:30])[C:23]3[CH:28]=[CH:27][CH:26]=[CH:25][C:24]=3[CH3:29])=[CH:19][CH:20]=2)[C:10]2[CH:32]=[CH:33][CH:34]=[CH:35][C:9]=2[S:8]1. Reported procedure: Compound 13 as prepared in Example 10 (0.045 g, 0.08 mM) and methylamine (40% solution in water; 1 ml) in tetrahydrofuran (4 ml) was heated in a sealed tube with stirring in an 80° C. oil bath for 16 hours. The mixture was cooled to room temperature, evaporated to dryness, diluted with water (30 ml) and extracted with ethyl acetate (2×35 ml). The combined ethyl acetate extracts were dried (MgSO4) and evaporated in vacuo to give a crude mixture. Purification by chromatography (EM silica Gel 60; 1...